Dataset: the Open Reaction Database (ORD), a public repository of structured organic reaction records. Task: describe an organic reaction: reactants, conditions, products, and yield The reactants are Cc1cc(C2(O)CCOCC2)sc1Br, [BH3-]C#N, ClCCCl, [I-], [I-], [Na+], [Zn+2]. The product is Cc1cc(C2CCOCC2)sc1Br. Reaction SMILES: [Br:1][c:2]1[c:3]([CH3:14])[cH:4][c:5]([C:7]2([OH:13])[CH2:8][CH2:9][O:10][CH2:11][CH2:12]2)[s:6]1.[C:15]([BH3-:16])#[N:17].[Cl:22][CH2:23][CH2:24][Cl:25].[I-:19].[I-:21].[Na+:18].[Zn+2:20]>>[Br:1][c:2]1[c:3]([CH3:14])[cH:4][c:5]([CH:7]2[CH2:8][CH2:9][O:10][CH2:11][CH2:12]2)[s:6]1. Reactants: CC(=O)O, CC(=O)OC1CN(C(=O)OC(C)(C)C)CC1CN, O=C(O)c1ccc(Cl)s1. Product: CC(=O)OC1CN(C(=O)OC(C)(C)C)CC1CNC(=O)c1ccc(Cl)s1. RXN SMILES: [C:1]([OH:2])(=[O:3])[CH3:4].[C:5]([CH3:6])([CH3:7])([CH3:8])[O:9][C:10](=[O:11])[N:12]1[CH2:13][CH:14]([O:19][C:20]([CH3:21])=[O:22])[CH:15]([CH2:17][NH2:18])[CH2:16]1.[Cl:23][c:24]1[cH:25][cH:26][c:27]([C:29](=[O:30])[OH:31])[s:28]1>>[C:5]([CH3:6])([CH3:7])([CH3:8])[O:9][C:10](=[O:11])[N:12]1[CH2:13][CH:14]([O:19][C:20]([CH3:21])=[O:22])[CH:15]([CH2:17][NH:18][C:29]([c:27]2[cH:26][cH:25][c:24]([Cl:23])[s:28]2)=[O:30])[CH2:16]1. Starting materials: C(C1=CC=CC=C1)OOC=1C=C(C=CC1)NC(C1=C(C=CC=C1)N)=O (N-(3-benzyloxyoxyphenyl)-2-aminobenzamide), N1=CC=C(C=C1)N1CCC(C(=O)Cl)CC1 (N-(4-pyridyl)isonipecotoyl chloride). Yields the product N1=CC=C(C=C1)N1CCC(CC1)C(=O)NC1=C(C(=O)NC2=CC(=CC=C2)OCC2=CC=CC=C2)C=CC=C1 (2-[[1-(4-Pyridyl)piperidin-4-ylcarbonyl]amino]-N-(3-benzyloxyphenyl)benzamide). The yield is 164.8%. RXN SMILES: C(O[O:9][C:10]1[CH:11]=[C:12]([NH:16][C:17](=[O:25])[C:18]2[CH:23]=[CH:22][CH:21]=[CH:20][C:19]=2[NH2:24])[CH:13]=[CH:14][CH:15]=1)C1C=CC=CC=1.[N:26]1[CH:31]=[CH:30][C:29]([N:32]2[CH2:40][CH2:39][CH:35]([C:36](Cl)=[O:37])[CH2:34][CH2:33]2)=[CH:28][CH:27]=1>>[N:26]1[CH:31]=[CH:30][C:29]([N:32]2[CH2:40][CH2:39][CH:35]([C:36]([NH:24][C:19]3[CH:20]=[CH:21][CH:22]=[CH:23][C:18]=3[C:17]([NH:16][C:12]3[CH:13]=[CH:14][CH:15]=[C:10]([O:9][CH2:17][C:18]4[CH:23]=[CH:22][CH:21]=[CH:20][CH:19]=4)[CH:11]=3)=[O:25])=[O:37])[CH2:34][CH2:33]2)=[CH:28][CH:27]=1. Procedure: Using the procedure described in Example 138, N-(3-benzyloxyoxyphenyl)-2-aminobenzamide (0.97 mmol) and N-(4-pyridyl)isonipecotoyl chloride (1.9 mmol), yielded 405 mg (82%) of the title compound. Starting materials: BrC1=CC(=C(C=C1)S(=O)(=O)Cl)F (4-Bromo-2-fluoro-benzenesulfonyl chloride), C1(CCC1)N (cyclobutylamine). Run in ClCCl (dichloromethane). Yields the product BrC1=CC(=C(C=C1)S(=O)(=O)NC1CCC1)F (4-bromo-N-cyclobutyl-2-fluorobenzenesulfonamide). The yield is 42.7%. As a reaction SMILES: [Br:1][C:2]1[CH:7]=[CH:6][C:5]([S:8](Cl)(=[O:10])=[O:9])=[C:4]([F:12])[CH:3]=1.[CH:13]1([NH2:17])[CH2:16][CH2:15][CH2:14]1>ClCCl>[Br:1][C:2]1[CH:7]=[CH:6][C:5]([S:8]([NH:17][CH:13]2[CH2:16][CH2:15][CH2:14]2)(=[O:10])=[O:9])=[C:4]([F:12])[CH:3]=1. Procedure: According to general procedure C, 4-Bromo-2-fluoro-benzenesulfonyl chloride (0.40 g, 1.46 mmol) and cyclobutylamine (0.31 mL, 3.65 mmol) were stirred together with dry dichloromethane (5 mL) for 16 hours. 4-bromo-N-cyclobutyl-2-fluorobenzenesulfonamide (192 mg, 43%) was provided after purification. MS (ESI) m/z 308. HPLC purity 90.7% at 210-370 nm, 11.2 min.; the Xterra® RP18 column, 3.5μ, 150×4.6 mm column, 1.2 mL/min., 85/15-5/95 (ammonium formate buffer pH=3.5/ACN+MeOH) for 10 min., hold 4 mi... The reactants are C(C1=CC=CC=C1)N1CCC(CC1)NC (1-benzyl-4-(methylamino)piperidine), ClC1=NC=CC=C1[N+](=O)[O-] (2-chloro-3-nitropyridine), BrC1=NC=CC=C1OCC (2-bromo-3-ethoxypyridine). Product: C(C1=CC=CC=C1)N1CCC(CC1)N(C1=NC=CC=C1[N+](=O)[O-])C1CCCC1 (1-Benzyl-4-[N-cyclopentyl-N-(3-nitro-2-pyridinyl)amino]piperidine). RXN SMILES: [CH2:1]([N:8]1[CH2:13][CH2:12][CH:11]([NH:14][CH3:15])[CH2:10][CH2:9]1)[C:2]1[CH:7]=[CH:6][CH:5]=[CH:4][CH:3]=1.ClC1[C:22]([N+:23]([O-:25])=[O:24])=[CH:21][CH:20]=[CH:19][N:18]=1.Br[C:27]1[C:32](OCC)=[CH:31][CH:30]=[CH:29]N=1>>[CH2:1]([N:8]1[CH2:13][CH2:12][CH:11]([N:14]([CH:29]2[CH2:30][CH2:31][CH2:32][CH2:27]2)[C:15]2[C:22]([N+:23]([O-:25])=[O:24])=[CH:21][CH:20]=[CH:19][N:18]=2)[CH2:10][CH2:9]1)[C:2]1[CH:3]=[CH:4][CH:5]=[CH:6][CH:7]=1. Reported procedure: Following the general procedure of EXAMPLE 70, and making non-critical variations but substituting 1-benzyl-4-(1-cyclopentylamino)piperidine (EXAMPLE 103) for 1-benzyl-4-(methylamino)piperidine and 2-chloro-3-nitropyridine for 2-bromo-3-ethoxypyridine and using a reaction time of 2 hrs, the title compound is obtained, NMR (CDCl3) 8.26, 7.91, 7.33-7.21, 6.67, 3.78, 3.47, 2.97-2.86, 2.11, 1.98-1.75 and 1.50δ. Reactants: C1(=CC=CC=C1)C(C1=CC=CC=C1)OC(=O)[C@H]1C(CS[C@H]2N1C([C@H]2NC(CC2=CC=CC=C2)=O)=O)=C (3-methylene-7β-phenylacetylamino-cepham-4α-carboxylic acid diphenylmethyl ester), O=O.O=[O+][O-] (oxygen ozone), CSC (dimethyl sulphide), O=[O+][O-] (ozone). Run in CO (methanol). Conditions: temperature -70 celsius, time 1 hour. The product is C1(=CC=CC=C1)C(C1=CC=CC=C1)OC(=O)C1C(CS[C@H]2N1C([C@H]2NC(CC2=CC=CC=C2)=O)=O)=O (7β-phenylacetylaminocepham-3-one-4ξ-carboxylic acid diphenylmethyl ester). As a reaction SMILES: [C:1]1([CH:7]([O:14][C:15]([C@@H:17]2[N:22]3[C:23](=[O:35])[C@@H:24]([NH:25][C:26](=[O:34])[CH2:27][C:28]4[CH:33]=[CH:32][CH:31]=[CH:30][CH:29]=4)[C@H:21]3[S:20][CH2:19][C:18]2=C)=[O:16])[C:8]2[CH:13]=[CH:12][CH:11]=[CH:10][CH:9]=2)[CH:6]=[CH:5][CH:4]=[CH:3][CH:2]=1.O=O.[O:39]=[O+][O-].O=[O+][O-].CSC>CO>[C:8]1([CH:7]([O:14][C:15]([CH:17]2[N:22]3[C:23](=[O:35])[C@@H:24]([NH:25][C:26](=[O:34])[CH2:27][C:28]4[CH:29]=[CH:30][CH:31]=[CH:32][CH:33]=4)[C@H:21]3[S:20][CH2:19][C:18]2=[O:39])=[O:16])[C:1]2[CH:2]=[CH:3][CH:4]=[CH:5][CH:6]=2)[CH:13]=[CH:12][CH:11]=[CH:10][CH:9]=1 |f:1.2|. Procedure: A solution of 0.50 g of 3-methylene-7β-phenylacetylamino-cepham-4α-carboxylic acid diphenylmethyl ester in 100 ml of methanol is treated for 6.5 minutes at -70° C. with an oxygen-ozone stream containing 0.175 mmol of ozone/minute. The reaction mixture is mixed with 0.5 ml of dimethyl sulphide and stirred for one hour at -70° C., then for 2 hours at room temperature and evaporated to dryness. The residue, in methylene chloride is chromatographed on 15 g of silica gel. Elution with methylene chlor... Starting materials: Cl (hydrochloric acid), C[Li] (Methyllithium), OC1=CC=C(OCC(=O)O)C=C1 (4-hydroxyphenoxyacetic acid), Cl[Si](C)(C)C (chlorotrimethylsilane). The solvent is O1CCCC1 (tetrahydrofuran). Run at temperature 22 celsius, time 40 hour. Yields the product OC1=CC=C(OCC(C)=O)C=C1 (1-(4-hydroxyphenoxy)propan-2-one). RXN SMILES: C[Li].[OH:3][C:4]1[CH:14]=[CH:13][C:7]([O:8][CH2:9][C:10](O)=[O:11])=[CH:6][CH:5]=1.Cl[Si](C)(C)[CH3:17].Cl>O1CCCC1>[OH:3][C:4]1[CH:14]=[CH:13][C:7]([O:8][CH2:9][C:10](=[O:11])[CH3:17])=[CH:6][CH:5]=1. Procedure: Methyllithium (140 ml of 1.5 molar lithium bromide complex in diethyl ether) was added to a stirred solution of 4-hydroxyphenoxyacetic acid (7.6 g) in anhydrous tetrahydrofuran (500 ml) at 0°-10° C. under argon. The reaction mixture was stirred for 40 hours at 22° C., cooled in an ice-bath and chlorotrimethylsilane (39 ml) was added over 15 minutes. The temperature was allowed to rise to 22° C. and the reaction mixture was poured into 1N hydrochloric acid (360 ml) and stirred for 30 minutes. The... RXN SMILES: C([O:4][C@H:5]1[CH2:31][CH2:30][C@@:29]2([CH3:32])[C@@H:7]([CH2:8][CH2:9][C@@H:10]3[C@@H:28]2[C:27](=[O:33])[C@@H:26]([O:34]C(=O)C)[C@@:25]2([CH3:38])[C@H:11]3[CH2:12][C@@H:13]3[O:18][C@@:17]4([O:24][CH2:23][C@H:21]([CH3:22])[CH2:20][CH2:19]4)[C@@H:15]([CH3:16])[C@@H:14]32)[CH2:6]1)(=O)C.[H-].[Al+3].[Li+].[H-].[H-].[H-]>C1COCC1>[CH3:16][C@@H:15]1[C@:17]2([O:24][CH2:23][C@H:21]([CH3:22])[CH2:20][CH2:19]2)[O:18][C@H:13]2[CH2:12][C@@H:11]3[C@@:25]([CH3:38])([C@@H:14]12)[C@H:26]([OH:34])[C@H:27]([OH:33])[C@H:28]1[C@H:10]3[CH2:9][CH2:8][C@@H:7]2[C@:29]1([CH3:32])[CH2:30][CH2:31][C@H:5]([OH:4])[CH2:6]2 |f:1.2.3.4.5.6|. Starting materials: C(C)(=O)O[C@@H]1C[C@@H]2CC[C@H]3[C@@H]4C[C@H]5[C@H]([C@H](C)[C@]6(O5)CC[C@@H](C)CO6)[C@]4([C@@H](C([C@@H]3[C@]2(CC1)C)=O)OC(C)=O)C ((3β,5α,12β,25R)-3,12-di(acetoxy)spirostan-11-one), [H-].[Al+3].[Li+].[H-].[H-].[H-] (lithium aluminum hydride). Product: C[C@H]1[C@H]2[C@H](C[C@H]3[C@@H]4CC[C@H]5C[C@H](CC[C@]5(C)[C@H]4[C@H]([C@H]([C@]23C)O)O)O)O[C@]12CC[C@@H](C)CO2 ((3β,5α,11β,12β,25R)spirostan-3,11,12-triol). The solvent is C1CCOC1 (THF). Procedure details: (3β,5α,12β,25R)-3,12-di(acetoxy)spirostan-11-one (purchased from Steraloids, Inc., or see preparationG13) was converted into the title compound via reduction with lithium aluminum hydride in THF at room temperature according to the procedure described in J. Am. Chem. Soc., 1951, 73, 1777. The reactants are Cl.C(C)(=O)OCC (Hydrochloric acid ethyl acetate), C(CCCCCCCCCCCCCCCCC)NC(OC1=C(C=CC=C1)CCC(=O)N1CCN(CC1)CC1=CC=CC=C1)=O (2-[3-(4-benzylpiperazino)-3-oxopropyl]phenyl N-octadecylcarbamate). The solvent is C(C)(=O)OCC (ethyl acetate). Run at time 30 minute. Product: Cl.C(CCCCCCCCCCCCCCCCC)NC(OC1=C(C=CC=C1)CCC(=O)N1CCN(CC1)CC1=CC=CC=C1)=O (2-[3-(4-Benzylpiperazino)-3-oxopropyl]phenyl N-octadecylcarbamate Hydrochloride). As a reaction SMILES: [ClH:1].C(OCC)(=O)C.[CH2:8]([NH:26][C:27](=[O:52])[O:28][C:29]1[CH:34]=[CH:33][CH:32]=[CH:31][C:30]=1[CH2:35][CH2:36][C:37]([N:39]1[CH2:44][CH2:43][N:42]([CH2:45][C:46]2[CH:51]=[CH:50][CH:49]=[CH:48][CH:47]=2)[CH2:41][CH2:40]1)=[O:38])[CH2:9][CH2:10][CH2:11][CH2:12][CH2:13][CH2:14][CH2:15][CH2:16][CH2:17][CH2:18][CH2:19][CH2:20][CH2:21][CH2:22][CH2:23][CH2:24][CH3:25]>C(OCC)(=O)C>[ClH:1].[CH2:8]([NH:26][C:27](=[O:52])[O:28][C:29]1[CH:34]=[CH:33][CH:32]=[CH:31][C:30]=1[CH2:35][CH2:36][C:37]([N:39]1[CH2:40][CH2:41][N:42]([CH2:45][C:46]2[CH:51]=[CH:50][CH:49]=[CH:48][CH:47]=2)[CH2:43][CH2:44]1)=[O:38])[CH2:9][CH2:10][CH2:11][CH2:12][CH2:13][CH2:14][CH2:15][CH2:16][CH2:17][CH2:18][CH2:19][CH2:20][CH2:21][CH2:22][CH2:23][CH2:24][CH3:25] |f:0.1,4.5|. Procedure details: 4N Hydrochloric acid/ethyl acetate solution (1.08 ml) was added to a solution containing 2-[3-(4-benzylpiperazino)-3-oxopropyl]phenyl N-octadecylcarbamate (2.21 g) in ethyl acetate (30 ml) at room temperature. After being stirred for 30 minutes, the reaction mixture was concentrated. The residue was recrystallized with the mixed solution of ethyl acetate-ethanol, thereby yielding the entitled compound (2.07 g) as white solid.